Task: describe an organic reaction: reactants, conditions, products, and yield. Dataset: the Open Reaction Database (ORD), a public repository of structured organic reaction records The reactants are C(C1=CC=CC=C1)(=O)C1=C(C=CC=C1)SSC1=C(C=CC=C1)C(=O)C1=CC=CC=C1 ([2-(2-benzoyl-phenyldisulfanyl)-phenyl]phenyl-methanone), C(C)(=O)OCC (Ethyl acetate), Cl.NO (Hydroxylamine hydrochloride), Cl (HCl). The solvent is C(C)O (ethanol), N1=CC=CC=C1 (pyridine). Product: ON=C(C1=C(C=CC=C1)SSC1=C(C=CC=C1)C(=O)C1=CC=CC=C1)C1=CC=CC=C1 ({2-[2-(hydroxyimino-phenyl-methyl)-phenyldisulfanyl]phenyl}-phenyl-methanon). Yield: 35.9%. RXN SMILES: [C:1]([C:9]1[CH:14]=[CH:13][CH:12]=[CH:11][C:10]=1[S:15][S:16][C:17]1[CH:22]=[CH:21][CH:20]=[CH:19][C:18]=1[C:23]([C:25]1[CH:30]=[CH:29][CH:28]=[CH:27][CH:26]=1)=[O:24])(=O)[C:2]1[CH:7]=[CH:6][CH:5]=[CH:4][CH:3]=1.Cl.[NH2:32][OH:33].Cl.C(OCC)(=O)C>C(O)C.N1C=CC=CC=1>[OH:33][N:32]=[C:1]([C:2]1[CH:3]=[CH:4][CH:5]=[CH:6][CH:7]=1)[C:9]1[CH:14]=[CH:13][CH:12]=[CH:11][C:10]=1[S:15][S:16][C:17]1[CH:22]=[CH:21][CH:20]=[CH:19][C:18]=1[C:23]([C:25]1[CH:26]=[CH:27][CH:28]=[CH:29][CH:30]=1)=[O:24] |f:1.2|. Procedure: The [2-(2-benzoyl-phenyldisulfanyl)-phenyl]phenyl-methanone (0.55 g, 1.2 mmol) was diluted with ethanol (5 mL) and anhydrous pyridine (5 mL). Hydroxylamine hydrochloride (1 g, 14 mmol) was added and the solution was refluxed for 90 minutes. The solution was cooled and poured into cold aqueous HCl (1N). Ethyl acetate was added, the layers were separated, and the organic portion was washed with brine, dried (MgSO4), and filtered. The filtrate was concentrated to dryness and the residue was tritura... Reactants: COC(C1=C(C(=CC(=C1)C=O)Br)O)=O (3-bromo-5-formyl-2-hydroxy-benzoic acid methyl ester), C([O-])([O-])=O.[K+].[K+] (potassium carbonate), [N+](=O)([O-])C=1C=C(CBr)C=CC1 (3-nitrobenzyl bromide). Reagents/catalysts: [I-].C(CCC)[N+](CCCC)(CCCC)CCCC (tetrabutylammonium iodide). Solvent: CN(C)C=O (DMF), O (water). Conditions: temperature 60 celsius. Yields the product COC(C1=C(C(=CC(=C1)C=O)Br)OCC1=CC(=CC=C1)[N+](=O)[O-])=O (3-Bromo-5-formyl-2-(3-nitro-benzyloxy)-benzoic acid methyl ester). Reaction SMILES: [CH3:1][O:2][C:3](=[O:14])[C:4]1[CH:9]=[C:8]([CH:10]=[O:11])[CH:7]=[C:6]([Br:12])[C:5]=1[OH:13].C(=O)([O-])[O-].[K+].[K+].[N+:21]([C:24]1[CH:25]=[C:26]([CH:29]=[CH:30][CH:31]=1)[CH2:27]Br)([O-:23])=[O:22]>[I-].C([N+](CCCC)(CCCC)CCCC)CCC.CN(C=O)C.O>[CH3:1][O:2][C:3](=[O:14])[C:4]1[CH:9]=[C:8]([CH:10]=[O:11])[CH:7]=[C:6]([Br:12])[C:5]=1[O:13][CH2:27][C:26]1[CH:29]=[CH:30][CH:31]=[C:24]([N+:21]([O-:23])=[O:22])[CH:25]=1 |f:1.2.3,5.6|. Procedure details: A mixture of 3-bromo-5-formyl-2-hydroxy-benzoic acid methyl ester (518 mg), potassium carbonate (613 mg), tetrabutylammonium iodide (68 mg) and 3-nitrobenzyl bromide (525 mg) in DMF (10 ml) was heated at 60° C. for 5 h. The mixture was diluted with water and extracted with ethyl acetate. The organic layer was dried (MgSO4), filtered and concentrated in vacuo.